Dataset: the Open Reaction Database (ORD), a public repository of structured organic reaction records. Task: describe an organic reaction: reactants, conditions, products, and yield The reactants are CS(=O)(=O)C1=CC=C(C=C1)N (4-methanesulfonylphenylamine), C(=S)(Cl)Cl (thiophosgene). Run in O (water), Cl (hydrochloric acid). Reaction conditions: time 1 hour. The product is N(=C=S)C1=CC=C(C=C1)S(=O)(=O)C (1-isothiocyanato4-methanesulfonylbenzene). The yield is 85.2%. RXN SMILES: [CH3:1][S:2]([C:5]1[CH:10]=[CH:9][C:8]([NH2:11])=[CH:7][CH:6]=1)(=[O:4])=[O:3].[C:12](Cl)(Cl)=[S:13]>O.Cl>[N:11]([C:8]1[CH:9]=[CH:10][C:5]([S:2]([CH3:1])(=[O:3])=[O:4])=[CH:6][CH:7]=1)=[C:12]=[S:13]. Procedure: A solution of 4-methanesulfonylphenylamine (2.4 g, 14 mmol) was dissolved in a mixture of water (30 mL) and hydrochloric acid (9 mL, 37%). This was treated drop wise at room temperature with thiophosgene (1.5 g, 13.2 mmol) with good stirring. After 1 h, the suspension was filtered, washed with water and dried over P2O5 to give 2.4 g (85% yield) of 1-isothiocyanato4-methanesulfonylbenzene. 1H NMR (CDCl3), 300 MHz δ3.09 (s, 3H, CH3), 7.41(d, 2H, Aromatic), 7.98 (d, 2H, Aromatic). Reactants: Cl.Cl.O(N)CC(CNC)O (N-(3-aminoxy-2-hydroxypropyl)-methylamine dihydrochloride), S(F)(F)(F)F (sulfur tetrafluoride). Run in liquid, F (hydrogen fluoride), Teflon. Run at time 24 hour. Yields the product Cl.Cl.O(N)CC(CNC)F (N-(3-aminoxy-2-fluoropropyl)-methylamine dihydrochloride). As a reaction SMILES: [ClH:1].Cl.[O:3]([CH2:5][CH:6](O)[CH2:7][NH:8][CH3:9])[NH2:4].S(F)(F)(F)[F:12]>F>[ClH:1].[ClH:1].[O:3]([CH2:5][CH:6]([F:12])[CH2:7][NH:8][CH3:9])[NH2:4] |f:0.1.2,5.6.7|. Reported procedure: 4.8 g (25 mmol) of N-(3-aminoxy-2-hydroxypropyl)-methylamine dihydrochloride are dissolved at -78° in 80 g of liquid hydrogen fluoride in a Teflon autoclave. 5.6 g of sulfur tetrafluoride are introduced and the vessel is closed and left to stand for 24 hours at room temperature. After degassing, the residue is dissolved in 2N hydrochloric acid. This solution is filtered and the filtrate is neutralised, in portions, with solid sodium hydrogen carbonate; a solution of 13 g of di-tert-butyl dicarbo... Starting materials: ClC1=CC(=C(CNC(C(F)(F)F)=O)C=C1C1=NN(C(N1)=O)C1=CC(=C(C=C1)F)Cl)F (N-(4-chloro-5-(1-(3-chloro-4-fluorophenyl)-4,5-dihydro-5-oxo-1H-1,2,4-triazol-3-yl)-2-fluorobenzyl)-2,2,2-trifluoroacetamide), [OH-].[K+] (KOH), O (water). The solvent is C1CCOC1 (THF). Product: NCC=1C(=CC(=C(C1)C=1NC(N(N1)C1=CC(=C(C=C1)F)Cl)=O)Cl)F (5-(5-(aminomethyl)-2-chloro-4-fluorophenyl)-2-(3-chloro-4-fluorophenyl)-2H-1,2,4-triazol-3(4H)-one). Isolated yield 42.0%. Reaction SMILES: [Cl:1][C:2]1[C:15]([C:16]2[NH:20][C:19](=[O:21])[N:18]([C:22]3[CH:27]=[CH:26][C:25]([F:28])=[C:24]([Cl:29])[CH:23]=3)[N:17]=2)=[CH:14][C:5]([CH2:6][NH:7]C(=O)C(F)(F)F)=[C:4]([F:30])[CH:3]=1.[OH-].[K+].O>C1COCC1>[NH2:7][CH2:6][C:5]1[C:4]([F:30])=[CH:3][C:2]([Cl:1])=[C:15]([C:16]2[NH:20][C:19](=[O:21])[N:18]([C:22]3[CH:27]=[CH:26][C:25]([F:28])=[C:24]([Cl:29])[CH:23]=3)[N:17]=2)[CH:14]=1 |f:1.2|. Procedure details: The title compound was prepared according to the procedure described in Intermediate-66 by using N-(4-chloro-5-(1-(3-chloro-4-fluorophenyl)-4,5-dihydro-5-oxo-1H-1,2,4-triazol-3-yl)-2-fluorobenzyl)-2,2,2-trifluoroacetamide (0.300 g), KOH (0.100 g), water (2 ml) and THF (10.0 mL) to afford 0.100 g of the desired product. The reactants are C(=O)(OC(C)(C)C)N1C[C@@H]2N(CC1)C[C@@H](CC2)COC2=CC=C(C=C2)F ((7R,9aR)-2-BOC-7-(4-fluorophenoxy)methyl-2,3,4,6,7,8,9,9a-octahydro-1H-pyrido[1,2-a]pyrazine). The solvent is FC(C(=O)O)(F)F (trifluoroacetic acid), O (water). Yields the product FC1=CC=C(OC[C@@H]2CC[C@H]3N(CCNC3)C2)C=C1 ((7R,9aR)-7-(4-Fluorophenoxy)methyl-2,3,4,6,7,8,9,9a-octahydro-1H-pyrido[1,2-a]pyrazine). Isolated yield 102.5%. Reaction SMILES: C([N:8]1[CH2:13][CH2:12][N:11]2[CH2:14][C@H:15]([CH2:18][O:19][C:20]3[CH:25]=[CH:24][C:23]([F:26])=[CH:22][CH:21]=3)[CH2:16][CH2:17][C@@H:10]2[CH2:9]1)(OC(C)(C)C)=O>FC(F)(F)C(O)=O.O>[F:26][C:23]1[CH:22]=[CH:21][C:20]([O:19][CH2:18][C@H:15]2[CH2:14][N:11]3[CH2:12][CH2:13][NH:8][CH2:9][C@H:10]3[CH2:17][CH2:16]2)=[CH:25][CH:24]=1. Reported procedure: A solution of 0.20 g (0.55 mmol) of (7R,9aR)-2-BOC-7-(4-fluorophenoxy)methyl-2,3,4,6,7,8,9,9a-octahydro-1H-pyrido[1,2-a]pyrazine in 10 mL of trifluoroacetic acid and 3 mL of water was stirred at ambient temperature for 4 h. The mixture was concentrated in vacuo and the residue-diluted with water. The solution was adjusted to pH 12 with 15% NaOH, and extracted with ethyl acetate (2×). The organic phase was dried (magnesium sulfate), filtered and evaporated to give 0.149 g of the title compound wh... The reactants are FC1=C2CC/C(/C2=CC(=C1)F)=C\C(=O)Cl ((E)-2-(4,6difluoro-1-indanylidene)acetyl chloride), FC1=C2CC/C(/C2=CC(=C1)F)=C\C(=O)O ((E)-2-(4,6-difluoro-1-indanylidene)acetic acid). Yields the product FC1=C2CC/C(/C2=CC=C1)=C\C(=O)Cl ((E)-2-(4-fluoro-1-indanylidene)acetyl Chloride). As a reaction SMILES: [F:1][C:2]1[CH:10]=[C:9](F)[CH:8]=[C:7]2[C:3]=1[CH2:4][CH2:5]/[C:6]/2=[CH:12]\[C:13]([Cl:15])=[O:14].FC1C=C(F)C=C2C=1CC/C/2=C\C(O)=O>>[F:1][C:2]1[CH:10]=[CH:9][CH:8]=[C:7]2[C:3]=1[CH2:4][CH2:5]/[C:6]/2=[CH:12]\[C:13]([Cl:15])=[O:14]. Reported procedure: This compound was prepared in a similar manner to (E)-2-(4,6difluoro-1-indanylidene)acetyl chloride in Example 5f by substituting (E)-2-(4-fluoro-1-indanylidene)acetic acid (5.77 g, 0.03 mol) for (E)-2-(4,6-difluoro-1-indanylidene)acetic acid. The resulting solution was concentrated in vacuo, and the residue was used without further purification. As a reaction SMILES: [Cl:1][c:2]1[cH:3][cH:4][c:5]([CH2:6][NH:7][C:8](=[O:9])[NH:10][N:11]([CH3:12])[CH2:13][C:14](=[O:15])[OH:16])[cH:17][cH:18]1.[NH2:19][CH:20]([C:21](=[O:22])[N:23]([CH2:24][c:25]1[cH:26][cH:27][cH:28][c:29]2[cH:30][cH:31][cH:32][cH:33][c:34]12)[CH:35]([CH:36]([O:37][CH2:38][CH3:39])[O:40][CH2:41][CH3:42])[CH3:43])[CH2:44][C:45](=[O:46])[NH:47][C:48]([c:49]1[cH:50][cH:51][cH:52][cH:53][cH:54]1)([c:55]1[cH:56][cH:57][cH:58][cH:59][cH:60]1)[c:61]1[cH:62][cH:63][cH:64][cH:65][cH:66]1>>[Cl:1][c:2]1[cH:3][cH:4][c:5]([CH2:6][NH:7][C:8](=[O:9])[NH:10][N:11]([CH3:12])[CH2:13][C:14](=[O:16])[NH:19][CH:20]([C:21](=[O:22])[N:23]([CH2:24][c:25]2[cH:26][cH:27][cH:28][c:29]3[cH:30][cH:31][cH:32][cH:33][c:34]23)[CH:35]([CH:36]([O:37][CH2:38][CH3:39])[O:40][CH2:41][CH3:42])[CH3:43])[CH2:44][C:45](=[O:46])[NH:47][C:48]([c:49]2[cH:50][cH:51][cH:52][cH:53][cH:54]2)([c:55]2[cH:56][cH:57][cH:58][cH:59][cH:60]2)[c:61]2[cH:62][cH:63][cH:64][cH:65][cH:66]2)[cH:17][cH:18]1. Reactants: CN(CC(=O)O)NC(=O)NCc1ccc(Cl)cc1, CCOC(OCC)C(C)N(Cc1cccc2ccccc12)C(=O)C(N)CC(=O)NC(c1ccccc1)(c1ccccc1)c1ccccc1. The product is CCOC(OCC)C(C)N(Cc1cccc2ccccc12)C(=O)C(CC(=O)NC(c1ccccc1)(c1ccccc1)c1ccccc1)NC(=O)CN(C)NC(=O)NCc1ccc(Cl)cc1.